Dataset: the Open Reaction Database (ORD), a public repository of structured organic reaction records. Task: describe an organic reaction: reactants, conditions, products, and yield The reactants are C(C)(=O)O[C@H]1[C@@H](O[C@@H]([C@H]1OC(C)=O)COC(C)=O)N1C=NC=2C(=O)NC(NC(C3=CC=CC=C3)(C3=CC=CC=C3)C3=CC=CC=C3)=NC12 (2′,3′,5′-tri-O-acetyl-2-N-tritylguanosine), II (I2), C1=CC=C(C=C1)P(C2=CC=CC=C2)C3=CC=CC=C3 (Ph3P), C(CC)C=1NC=CN1 (2-propylimidazole), CCN(C(C)C)C(C)C (DIPEA). The solvent is C(=O)(C(F)(F)F)O.O (TFA H2O), C1(=CC=CC=C1)C (toluene). Reaction conditions: temperature 95 celsius, time 8 hour. Product: C(C)(=O)O[C@H]1[C@@H](O[C@@H]([C@H]1OC(C)=O)COC(C)=O)N1C2=NC(=NC(=C2N=C1)N1C(=NC=C1)CCC)N (9-(2,3,5-tri-O-acetyl-β-D-ribofuranosyl)-2-amino-6-(2-propylimidazol-1-yl)purine), P(=O)(C1=CC=CC=C1)(C1=CC=CC=C1)C1=CC=CC=C1 (Ph3PO). Reaction SMILES: [C:1]([O:4][C@@H:5]1[C@H:9]([O:10][C:11](=[O:13])[CH3:12])[C@@H:8]([CH2:14][O:15][C:16](=[O:18])[CH3:17])[O:7][C@H:6]1[N:19]1[C:48]2[N:47]=[C:26]([NH:27]C(C3C=CC=CC=3)(C3C=CC=CC=3)C3C=CC=CC=3)[NH:25][C:23](=O)[C:22]=2[N:21]=[CH:20]1)(=[O:3])[CH3:2].II.[CH:51]1[CH:56]=[CH:55][C:54]([P:57]([C:64]2[CH:69]=[CH:68][CH:67]=[CH:66][CH:65]=2)[C:58]2[CH:63]=[CH:62][CH:61]=[CH:60][CH:59]=2)=[CH:53][CH:52]=1.[CH2:70]([C:73]1[NH:74][CH:75]=[CH:76][N:77]=1)[CH2:71][CH3:72].CCN(C(C)C)C(C)C>C1(C)C=CC=CC=1.C(O)(C(F)(F)F)=O.O>[C:1]([O:4][C@@H:5]1[C@H:9]([O:10][C:11](=[O:13])[CH3:12])[C@@H:8]([CH2:14][O:15][C:16](=[O:18])[CH3:17])[O:7][C@H:6]1[N:19]1[CH:20]=[N:21][C:22]2[C:48]1=[N:47][C:26]([NH2:27])=[N:25][C:23]=2[N:74]1[CH:75]=[CH:76][N:77]=[C:73]1[CH2:70][CH2:71][CH3:72])(=[O:3])[CH3:2].[P:57]([C:54]1[CH:53]=[CH:52][CH:51]=[CH:56][CH:55]=1)([C:64]1[CH:69]=[CH:68][CH:67]=[CH:66][CH:65]=1)([C:58]1[CH:63]=[CH:62][CH:61]=[CH:60][CH:59]=1)=[O:3] |f:6.7|. Procedure: A mixture of 2′,3′,5′-tri-O-acetyl-2-N-tritylguanosine (5.92 g, 9.1 mmol), I2 (11.55 g, 45.5 mmol), Ph3P (11.93 g, 45.5 mmol) and 2-propylimidazole (5.01 g, 45.5 mmol) was stirred in toluene (180 mL) at 95° C. for 15 min. DIPEA (15.9 mL, 11.80 g, 91.3 mmol) was added, and the mixture was stirred at 95° C. overnight. After removal of volatiles in vacuo, the residue was extracted with boiling EtOAc. The combined EtOAc extracts were evaporated to dryness, and the residue was dried under vacuum. The... Reactants: NC1=C(C=NC=C1)O (4-amino-3-pyridinol), COC(N(C)C)OC (N,N-dimethylformamide dimethyl acetal). Yields the product CN(C)C=NC1=C(C=NC=C1)O (4-[[(Dimethylamino)methylene]amino]-3-pyridinol). RXN SMILES: [NH2:1][C:2]1[CH:7]=[CH:6][N:5]=[CH:4][C:3]=1[OH:8].CO[CH:11](OC)[N:12]([CH3:14])[CH3:13]>>[CH3:11][N:12]([CH:14]=[N:1][C:2]1[CH:7]=[CH:6][N:5]=[CH:4][C:3]=1[OH:8])[CH3:13]. Reported procedure: A solution prepared from of 4-amino-3-pyridinol (1.10 g) and 10 ml of N,N-dimethylformamide dimethyl acetal was refluxed for 30 minutes. At the end of this time, the reaction mixture was concentrated under reduced pressure and the residue was passed over a short column of florisil, eluting with 5% methanol/ethyl acetate. The eluate was concentrated and the residue and recrystallized from ethyl acetate/pentane to afford 0.91 g of analytically pure product, m.p. 121°-123°. The reactants are N#Cc1ccc(CBr)cc1N=C(c1ccccc1)c1ccccc1, CSCCC1C(=O)NCCN1C(=O)OCc1ccccc1, [H-], [Na+], CN(C)C=O. Yields the product CSCCC1C(=O)N(Cc2ccc(C#N)c(N=C(c3ccccc3)c3ccccc3)c2)CCN1C(=O)OCc1ccccc1. RXN SMILES: [C:24]([c:25]1[cH:26][cH:27][cH:28][cH:29][cH:30]1)([c:31]1[cH:32][cH:33][cH:34][cH:35][cH:36]1)=[N:37][c:38]1[c:39]([C:40]#[N:41])[cH:42][cH:43][c:44]([CH2:46][Br:47])[cH:45]1.[CH2:1]([c:2]1[cH:3][cH:4][cH:5][cH:6][cH:7]1)[O:8][C:9](=[O:10])[N:11]1[CH:12]([CH2:18][CH2:19][S:20][CH3:21])[C:13](=[O:17])[NH:14][CH2:15][CH2:16]1.[H-:22].[Na+:23].[O:48]=[CH:49][N:50]([CH3:51])[CH3:52]>>[CH2:1]([c:2]1[cH:3][cH:4][cH:5][cH:6][cH:7]1)[O:8][C:9](=[O:10])[N:11]1[CH:12]([CH2:18][CH2:19][S:20][CH3:21])[C:13](=[O:17])[N:14]([CH2:46][c:44]2[cH:43][cH:42][c:39]([C:40]#[N:41])[c:38]([N:37]=[C:24]([c:25]3[cH:26][cH:27][cH:28][cH:29][cH:30]3)[c:31]3[cH:32][cH:33][cH:34][cH:35][cH:36]3)[cH:45]2)[CH2:15][CH2:16]1.